From a dataset of the Open Reaction Database (ORD), a public repository of structured organic reaction records. describe an organic reaction: reactants, conditions, products, and yield Starting materials: BrC1=CC2=C(OC(C(N2)=O)C)C=C1 (6-Bromo-2-methyl-2H-benzo[b][1,4]oxazin-3(4H)-one), C(=O)(O)C=1C=C(C=CC1)B(O)O (3-carboxy phenylboronic acid), C(=O)([O-])[O-].[Na+].[Na+] (Na2CO3). Reagents/catalysts: C=1C=CC(=CC1)[P](C=2C=CC=CC2)(C=3C=CC=CC3)[Pd]([P](C=4C=CC=CC4)(C=5C=CC=CC5)C=6C=CC=CC6)([P](C=7C=CC=CC7)(C=8C=CC=CC8)C=9C=CC=CC9)[P](C=1C=CC=CC1)(C=1C=CC=CC1)C=1C=CC=CC1 (Pd(PPh3)4). The solvent is CN(C)C=O (DMF). Run at temperature 80 celsius. The product is CC1C(NC2=C(O1)C=CC(=C2)C=2C=C(C(=O)O)C=CC2)=O (3-(2-methyl-3-oxo-3,4-dihydro-2H-benzo[b][1,4]oxazin-6-yl)benzoic acid). RXN SMILES: Br[C:2]1[CH:13]=[CH:12][C:5]2[O:6][CH:7]([CH3:11])[C:8](=[O:10])[NH:9][C:4]=2[CH:3]=1.[C:14]([C:17]1[CH:18]=[C:19](B(O)O)[CH:20]=[CH:21][CH:22]=1)([OH:16])=[O:15].C([O-])([O-])=O.[Na+].[Na+]>CN(C=O)C.C1C=CC([P]([Pd]([P](C2C=CC=CC=2)(C2C=CC=CC=2)C2C=CC=CC=2)([P](C2C=CC=CC=2)(C2C=CC=CC=2)C2C=CC=CC=2)[P](C2C=CC=CC=2)(C2C=CC=CC=2)C2C=CC=CC=2)(C2C=CC=CC=2)C2C=CC=CC=2)=CC=1>[CH3:11][CH:7]1[O:6][C:5]2[CH:12]=[CH:13][C:2]([C:21]3[CH:22]=[C:17]([CH:18]=[CH:19][CH:20]=3)[C:14]([OH:16])=[O:15])=[CH:3][C:4]=2[NH:9][C:8]1=[O:10] |f:2.3.4,^1:40,42,61,80|. Reported procedure: To a 20 mL screw cap vial was added 6-bromo-2-methyl-2H-benzo[b][1,4]oxazin-3(4H)-one 19 (100 mg, 0.5 mmol), 3-carboxy phenylboronic acid (91 mg, 0.55 mmol), Pd(PPh3)4 (17 mg, 0.015 mmol), and aqueous Na2CO3 (2M, 0.62 mL, 1.25 mmol) in DMF (4 mL). The reaction was heated at 80° C. overnight then cooled and filtered. The filtrate was purified by preparative HPLC-MS (15-60% MeCN in water). The appropriate fractions were combined and concentrated in vacuo to give a white solid: 1H NMR (DMSO-d6, 400... Starting materials: CI (methyl iodide), C(CC=C)OC=1C(=NSN1)C=1C=NC=CC1 (3-(4-(3-butenyloxy)-1,2,5-thiadiazol-3-yl) pyridine). Run in CC(=O)C (acetone). Reaction conditions: time 18 hour. Product: [I-].C(CC=C)OC=1C(=NSN1)C=1C=[N+](C=CC1)C (3-(4-(3-butenyloxy)-1,2,5-thiadiazol-3-yl)-1-methylpyridinium iodide). As a reaction SMILES: [CH3:1][I:2].[CH2:3]([O:7][C:8]1[C:9]([C:13]2[CH:14]=[N:15][CH:16]=[CH:17][CH:18]=2)=[N:10][S:11][N:12]=1)[CH2:4][CH:5]=[CH2:6]>CC(C)=O>[I-:2].[CH2:3]([O:7][C:8]1[C:9]([C:13]2[CH:14]=[N+:15]([CH3:1])[CH:16]=[CH:17][CH:18]=2)=[N:10][S:11][N:12]=1)[CH2:4][CH:5]=[CH2:6] |f:3.4|. Procedure: A mixture of methyl iodide (0.5 ml, 7.5 mmol) and 3-(4-(3-butenyloxy)-1,2,5-thiadiazol-3-yl) pyridine (583 mg, 2.5 mmol) in acetone (5 ml) was stirred at room temperature for 18 h. The title compound precipitated from the solution and was collected by filtration to yield 890 mg (96%). Starting materials: CS(=O)(=O)Cl (methanesulfonyl chloride), C1CCOC1 (THF), C(C)(C)(C)OC(=O)NC(C(O)C(=O)OC(C)OCC)C1=CC=CC=C1 (N-tertbutoxycarbonyl-O-(1-ethoxyethyl)-3-phenylisoserine), solid, CC(C)([O-])C.[K+] (potassium tert-butoxide), C1CCOC1 (THF). Run at temperature 25 celsius, time 30 minute. The product is C(C)(C)(C)OC=1OC(C(C(N1)C1=CC=CC=C1)OC(C)OCC)=O (2-tertbutoxy-4-phenyl-5-(1-ethoxyethoxy)-4,5-dihydro-1,3-oxazin-6-one). As a reaction SMILES: [C:1]([O:5][C:6]([NH:8][CH:9]([C:20]1[CH:25]=[CH:24][CH:23]=[CH:22][CH:21]=1)[CH:10]([C:12]([O:14]C(OCC)C)=[O:13])[OH:11])=O)([CH3:4])([CH3:3])[CH3:2].CC(C)([O-])C.[K+].CS(Cl)(=O)=O.[CH2:37]1[CH2:41][O:40][CH2:39][CH2:38]1>CCCCCC.C(OCC)(=O)C>[C:1]([O:5][C:6]1[O:14][C:12](=[O:13])[CH:10]([O:11][CH:39]([O:40][CH2:41][CH3:37])[CH3:38])[CH:9]([C:20]2[CH:21]=[CH:22][CH:23]=[CH:24][CH:25]=2)[N:8]=1)([CH3:2])([CH3:3])[CH3:4] |f:1.2|. Procedure: To a solution of 409 mg (1.16 mmol) of N-tertbutoxycarbonyl-O-(1-ethoxyethyl)-3-phenylisoserine (3) in 20 mL of THF is added 261 mg (2.33 mmol) of solid potassium tert-butoxide and the mixture is stirred at 25° C. for 30 min. A solution of 134 mg (1.16 mmol) of methanesulfonyl chloride in 3.2 mL of THF is added and the mixture is stirred at 25° C. for 1.5 hour. The mixture is diluted with 80 mL of hexane an ethyl acetate and this solution is extracted with 20 mL of saturated aqueous sodium bicar... Solvent: CCCCCC (hexane), C(C)(=O)OCC (ethyl acetate). Isolated yield 70.0%. Reactants: [C-]#N, O=CC1CC=CCC1, [K+], [Na+], O, O=S([O-])O. The product is N#CC(O)C1CC=CCC1. As a reaction SMILES: [C-:14]#[N:15].[CH:1]1([CH:7]=[O:8])[CH2:2][CH:3]=[CH:4][CH2:5][CH2:6]1.[K+:16].[Na+:13].[OH2:17].[S:9](=[O:10])([OH:11])[O-:12]>>[CH:1]1([CH:7]([OH:8])[C:14]#[N:15])[CH2:2][CH:3]=[CH:4][CH2:5][CH2:6]1. Starting materials: O(C(C)C)C(C)C (2,2'-oxybispropane), N,N'-methanetetraylbis[cyclohexanamine], C(=S)=S (carbon disulfide), COC1=CC=C(C=C1)N1CCN(CC1)C1=CC=C(C=C1)N (4-[4-(4-methoxyphenyl)-1-piperazinyl]benzenamine). Solvent: N1=CC=CC=C1 (pyridine). Product: N(=C=S)C1=CC=C(C=C1)N1CCN(CC1)C1=CC=C(C=C1)OC (1-(4-isothiocyanatophenyl)-4-(4-methoxyphenyl)piperazine). As a reaction SMILES: [C:1](=[S:3])=S.[CH3:4][O:5][C:6]1[CH:11]=[CH:10][C:9]([N:12]2[CH2:17][CH2:16][N:15]([C:18]3[CH:23]=[CH:22][C:21]([NH2:24])=[CH:20][CH:19]=3)[CH2:14][CH2:13]2)=[CH:8][CH:7]=1.O(C(C)C)C(C)C>N1C=CC=CC=1>[N:24]([C:21]1[CH:20]=[CH:19][C:18]([N:15]2[CH2:16][CH2:17][N:12]([C:9]3[CH:10]=[CH:11][C:6]([O:5][CH3:4])=[CH:7][CH:8]=3)[CH2:13][CH2:14]2)=[CH:23][CH:22]=1)=[C:1]=[S:3]. Procedure details: To a stirred and cooled (ice-bath) mixture of 5 parts of N,N'-methanetetraylbis[cyclohexanamine], 25.2 parts of carbon disulfide and 40 parts of pyridine are added 6 parts of 4-[4-(4-methoxyphenyl)-1-piperazinyl]benzenamine and the whole is stirred first for 1 hour in an ice-bath and further for 2 hours at room temperature. 35 Parts of 2,2'-oxybispropane are added and the whole is stirred for 30 minutes. The precipitated product is filtered off and crystallized from 4-methyl-2-pentanone. The pro... The reactants are ClC1=CC(=C(C=C1)C=1SC(=C(N1)C)C(=O)O)OC (2-(4-Chloro-2-methoxyphenyl)-4-methylthiazole-5-carboxylic acid), COC1=CC=C(CN(N)C)C=C1 (N-(4-Methoxybenzyl)-N-methylhydrazine), Cl.C(C)N=C=NCCCN(C)C (1-ethyl-3-(3-dimethylaminopropyl)carbodiimide hydrochloride), O.ON1N=NC2=C1C=CC=C2 (1-hydroxy-1H-benzotriazole monohydrate), C(C)(C)N(C(C)C)CC (N,N-diisopropylethylamine). Solvent: CN(C=O)C (N,N-dimethylformamide), C(C)(=O)OCC.C1(=CC=CC=C1)C (ethyl acetate toluene). Product: COC1=CC=C(CN(NC(=O)C2=C(N=C(S2)C2=C(C=C(C=C2)Cl)OC)C)C)C=C1 (2-(4-Chloro-2-methoxyphenyl)-4-methylthiazole-5-carboxylic acid N′-(4-methoxybenzyl)-N′-methyl hydrazide). The yield is 67.6%. As a reaction SMILES: [Cl:1][C:2]1[CH:7]=[CH:6][C:5]([C:8]2[S:9][C:10]([C:14]([OH:16])=O)=[C:11]([CH3:13])[N:12]=2)=[C:4]([O:17][CH3:18])[CH:3]=1.[CH3:19][O:20][C:21]1[CH:30]=[CH:29][C:24]([CH2:25][N:26]([CH3:28])[NH2:27])=[CH:23][CH:22]=1.Cl.C(N=C=NCCCN(C)C)C.O.ON1C2C=CC=CC=2N=N1.C(N(CC)C(C)C)(C)C>C(OCC)(=O)C.C1(C)C=CC=CC=1.CN(C)C=O>[CH3:19][O:20][C:21]1[CH:30]=[CH:29][C:24]([CH2:25][N:26]([CH3:28])[NH:27][C:14]([C:10]2[S:9][C:8]([C:5]3[CH:6]=[CH:7][C:2]([Cl:1])=[CH:3][C:4]=3[O:17][CH3:18])=[N:12][C:11]=2[CH3:13])=[O:16])=[CH:23][CH:22]=1 |f:2.3,4.5,7.8|. Procedure details: To N,N-dimethylformamide (12 ml), 2-(4-chloro-2-methoxyphenyl)-4-methylthiazole-5-carboxylic acid (1.02 g) prepared in Example 7-1, N-(4-methoxybenzyl)-N-methylhydrazine (718 mg) prepared in Example 14-1, 1-ethyl-3-(3-dimethylaminopropyl)carbodiimide hydrochloride (828 mg), 1-hydroxy-1H-benzotriazole monohydrate (662 mg) and N,N-diisopropylethylamine (558 mg), and the mixture was stirred at a room temperature for 22 hours. An ethyl acetate-toluene (3:1) solution was added thereto. The resulting ... The reactants are C(#N)C(C)(C)C=1C=C(C(=O)O)C=CC1 (3-(1-cyano-1-methylethyl)benzoic acid), C(C(=O)Cl)(=O)Cl (oxalyl chloride), NC=1C=C(OC=2C=CC=3N(N2)C=C(N3)NC(=O)C3CC3)C=CC1C (N-[6-(3-Amino-4-methylphenoxy)imidazo[1,2-b]pyridazin-2-yl]cyclopropanecarboxamide), C(C)(C)OC(C)C (diisopropyl ether). Reagents/catalysts: CN(C=O)C (N,N-dimethylformamide). The solvent is O1CCCC1 (tetrahydrofuran), Cl (hydrochloric acid), C(C)(=O)OCC (ethyl acetate). Reaction conditions: time 1 hour. Yields the product C(#N)C(C)(C)C=1C=C(C(=O)NC2=C(C=CC(=C2)OC=2C=CC=3N(N2)C=C(N3)NC(=O)C3CC3)C)C=CC1 (3-(1-cyano-1-methylethyl)-N-[5-({2-[(cyclopropylcarbonyl)amino]imidazo[1,2-b]pyridazin-6-yl}oxy)-2-methylphenyl]benzamide). Yield: 18.0%. RXN SMILES: [C:1]([C:3]([C:6]1[CH:7]=[C:8]([CH:12]=[CH:13][CH:14]=1)[C:9]([OH:11])=O)([CH3:5])[CH3:4])#[N:2].C(Cl)(=O)C(Cl)=O.[NH2:21][C:22]1[CH:23]=[C:24]([CH:41]=[CH:42][C:43]=1[CH3:44])[O:25][C:26]1[CH:27]=[CH:28][C:29]2[N:30]([CH:32]=[C:33]([NH:35][C:36]([CH:38]3[CH2:40][CH2:39]3)=[O:37])[N:34]=2)[N:31]=1.C(OC(C)C)(C)C>O1CCCC1.CN(C)C=O.Cl.C(OCC)(=O)C>[C:1]([C:3]([C:6]1[CH:7]=[C:8]([CH:12]=[CH:13][CH:14]=1)[C:9]([NH:21][C:22]1[CH:23]=[C:24]([O:25][C:26]2[CH:27]=[CH:28][C:29]3[N:30]([CH:32]=[C:33]([NH:35][C:36]([CH:38]4[CH2:39][CH2:40]4)=[O:37])[N:34]=3)[N:31]=2)[CH:41]=[CH:42][C:43]=1[CH3:44])=[O:11])([CH3:4])[CH3:5])#[N:2]. Procedure details: To a solution of 3-(1-cyano-1-methylethyl)benzoic acid (560 mg, 2.97 mmol) in tetrahydrofuran (15 mL) were added oxalyl chloride (320 μL, 3.71 mmol) and N,N-dimethylformamide (2 drops), and the mixture was stirred at room temperature for 1 hr. The solvent was evaporated under reduced pressure, and the residue was dissolved in N-methylpyrrolidone (15 mL). N-[6-(3-Amino-4-methylphenoxy)imidazo[1,2-b]pyridazin-2-yl]cyclopropanecarboxamide (800 mg, 2.47 mmol) was added to the mixture, and the mixtur... Reactants: ClC(Cl)Cl, CC1(C)CC(SCc2c(C(F)(F)F)nn(-c3ccccc3)c2Cl)=NO1, O=C(OO)c1cccc(Cl)c1, O. Product: CC1(C)CC(S(=O)(=O)Cc2c(C(F)(F)F)nn(-c3ccccc3)c2Cl)=NO1. Reaction SMILES: [CH:38]([Cl:39])([Cl:40])[Cl:41].[Cl:12][c:13]1[c:14]([CH2:28][S:29][C:30]2=[N:31][O:32][C:33]([CH3:35])([CH3:36])[CH2:34]2)[c:15]([C:24]([F:25])([F:26])[F:27])[n:16][n:17]1-[c:18]1[cH:19][cH:20][cH:21][cH:22][cH:23]1.[Cl:1][c:2]1[cH:3][cH:4][cH:5][c:6]([C:7]([O:8][OH:10])=[O:9])[cH:11]1.[OH2:37]>>[O:9]=[S:29]([CH2:28][c:14]1[c:13]([Cl:12])[n:17](-[c:18]2[cH:19][cH:20][cH:21][cH:22][cH:23]2)[n:16][c:15]1[C:24]([F:25])([F:26])[F:27])([C:30]1=[N:31][O:32][C:33]([CH3:35])([CH3:36])[CH2:34]1)=[O:37]. RXN SMILES: [C:1]([C:3](=[C:8]([NH:11][C:12]1[CH:13]=[N:14][CH:15]=[CH:16][C:17]=1[CH3:18])SC)[C:4]([O:6]C)=O)#[N:2].Cl.[CH:20]1([CH2:25][C:26]([NH2:28])=[NH:27])[CH2:24][CH2:23][CH2:22][CH2:21]1.C(=O)([O-])[O-].[K+].[K+]>CN(C=O)C>[CH:20]1([CH2:25][C:26]2[NH:28][C:4](=[O:6])[C:3]([C:1]#[N:2])=[C:8]([NH:11][C:12]3[CH:13]=[N:14][CH:15]=[CH:16][C:17]=3[CH3:18])[N:27]=2)[CH2:24][CH2:23][CH2:22][CH2:21]1 |f:1.2,3.4.5|. Reported procedure: 0.2 g (0.76 mmol) of methyl 2-cyano-3-[(4-methyl-3-pyridinyl)amino]-3-(methylsulfanyl)-2-propenoate are dissolved with 0.13 g (0.85 mmol) of 2-cyclopentylethanamidine hydrochloride and 0.23 g (1.67 mmol) of potassium carbonate in 4 ml of DMF and stirred at 90° C. for 3 days. After cooling, the product is purified by preparative HPLC (YMC Gel ODS-AQ S 5/15 μm; eluent A: water, eluent B: aceto-nitrile; gradient: 0 min 30% B, 5 min 30% B, 50 min 95% B) purified. 60 mg (25% of theory) of the product... The reactants are C(#N)C(C(=O)OC)=C(SC)NC=1C=NC=CC1C (methyl 2-cyano-3-[(4-methyl-3-pyridinyl)amino]-3-(methylsulfanyl)-2-propenoate), Cl.C1(CCCC1)CC(=N)N (2-cyclopentylethanamidine hydrochloride), C([O-])([O-])=O.[K+].[K+] (potassium carbonate). The solvent is CN(C)C=O (DMF). Conditions: temperature 90 celsius, time 3 day. The product is C1(CCCC1)CC=1NC(C(=C(N1)NC=1C=NC=CC1C)C#N)=O (2-(Cyclopentylmethyl)-4-[(4-methyl-3-pyridinyl)amino]-6-oxo-1,6-dihydro-5-pyrimidinecarbonitrile). Starting materials: COC1=CC(=C(C=C1)C=1N(C=CC1C)N)C (2-(4-methoxy-2-methylphenyl)-3-methyl-1H-pyrrol-1-amine), CCO/C(=C/C(=O)OCC)/C (ethyl trans-3-ethoxycrotonate). Reagents/catalysts: C1(=CC=C(C=C1)S(=O)(=O)O)C (p-toluenesulfonic acid). Solvent: C(Cl)(Cl)Cl (CHCl3). Product: COC1=CC(=C(C=C1)C1=C(C=C2N1N=C(C=C2O)C)C)C (7-(4-methoxy2-methylphenyl)-2,6-dimethylpyrrolo[1,2-b]pyridazin-4-ol). Yield: 64.8%. Reaction SMILES: [CH3:1][O:2][C:3]1[CH:8]=[CH:7][C:6]([C:9]2[N:10]([NH2:15])[CH:11]=[CH:12][C:13]=2[CH3:14])=[C:5]([CH3:16])[CH:4]=1.CCO/[C:20](/[CH3:27])=[CH:21]/[C:22](OCC)=[O:23]>C(Cl)(Cl)Cl.C1(C)C=CC(S(O)(=O)=O)=CC=1>[CH3:1][O:2][C:3]1[CH:8]=[CH:7][C:6]([C:9]2[N:10]3[N:15]=[C:20]([CH3:27])[CH:21]=[C:22]([OH:23])[C:11]3=[CH:12][C:13]=2[CH3:14])=[C:5]([CH3:16])[CH:4]=1. Procedure: A mixture of 2-(4-methoxy-2-methylphenyl)-3-methyl-1H-pyrrol-1-amine (0.23 g, 1.06 mmol), ethyl trans-3-ethoxycrotonate (0.17 g, 1.06 mmol) and p-toluenesulfonic acid (0.01 g, 0.053 mmol) in CHCl3 (7.0 mL) was refluxed with a Dean-Stark tube charged with molecular sieves for 24 h. After cooling down to room temperature, the mixture was concentrated in vacuo to dryness and the residue was subjected to column chromatography (silica gel, 1/4 EtOAc/heptane) to give 0.194 g (65%) of beige foam as the...